This data is from the Open Reaction Database (ORD), a public repository of structured organic reaction records. The task is: describe an organic reaction: reactants, conditions, products, and yield Starting materials: C(C)C1=C(SC=2N1CCCN2)C (3-Ethyl-2-methyl-6,7-dihydro-[5H]-thiazolo[3,2-a]pyrimidine), hydrobromide salt, C([O-])([O-])=O.[Na+].[Na+] (sodium carbonate), C(CCCCCCCCCCCCCCC)Br (cetyl bromide). Run in C(C)#N (acetonitrile). Run at temperature 0 celsius. Product: [Br-].C(CCCCCCCCCCCCCCC)N1C2=[N+](CCC1)C(=C(S2)C)CC (8-cetyl-3-ethyl-2-methyl-6,7-dihydro[5H]thiazolo[3,2-a]pyrimidinium bromide). Isolated yield 18.9%. RXN SMILES: [CH2:1]([C:3]1[N:7]2[CH2:8][CH2:9][CH2:10][N:11]=[C:6]2[S:5][C:4]=1[CH3:12])[CH3:2].C(=O)([O-])[O-].[Na+].[Na+].[CH2:19]([Br:35])[CH2:20][CH2:21][CH2:22][CH2:23][CH2:24][CH2:25][CH2:26][CH2:27][CH2:28][CH2:29][CH2:30][CH2:31][CH2:32][CH2:33][CH3:34]>C(#N)C>[Br-:35].[CH2:34]([N:11]1[CH2:10][CH2:9][CH2:8][N+:7]2[C:3]([CH2:1][CH3:2])=[C:4]([CH3:12])[S:5][C:6]1=2)[CH2:33][CH2:32][CH2:31][CH2:30][CH2:29][CH2:28][CH2:27][CH2:26][CH2:25][CH2:24][CH2:23][CH2:22][CH2:21][CH2:20][CH3:19] |f:1.2.3,6.7|. Reported procedure: 3-Ethyl-2-methyl-6,7-dihydro-[5H]-thiazolo[3,2-a]pyrimidine (1.8 g., 0.01 mole) (prepared by basification of the hydrobromide salt with sodium carbonate) and cetyl bromide (3.3 g., 0.011 mole) were refluxed in acetonitrile solution for 16 hours. The solvent was evaporated and the residual oil solidified by stirring under dry ether at 0° C. Recrystallization from a mixture of acetonitrile and ether gave 8-cetyl-3-ethyl-2-methyl-6,7-dihydro[5H]thiazolo[3,2-a]pyrimidinium bromide, (0.92 g., 20%), m... Reactants: CCO, COC(=O)c1ccc(OCF)cc1, NN, O. Yields the product NNC(=O)c1ccc(OCF)cc1. As a reaction SMILES: [CH3:17][CH2:18][OH:19].[CH3:1][O:2][C:3]([c:4]1[cH:5][cH:6][c:7]([O:10][CH2:11][F:12])[cH:8][cH:9]1)=[O:13].[NH2:15][NH2:16].[OH2:14]>>[O:2]=[C:3]([c:4]1[cH:5][cH:6][c:7]([O:10][CH2:11][F:12])[cH:8][cH:9]1)[NH:15][NH2:16]. Reactants: C(CCC)N (n-butyl-amine), amine, CO (methyl alcohol), CO (methyl alcohol). The product is C(CCC)NC(=O)C(=O)NCCCC (N,N'-bis(n-butyl)oxamide). As a reaction SMILES: [CH2:1]([NH2:5])[CH2:2][CH2:3][CH3:4].[CH3:6][OH:7]>>[CH2:1]([NH:5][C:6]([C:6]([NH:5][CH2:1][CH2:2][CH2:3][CH3:4])=[O:7])=[O:7])[CH2:2][CH2:3][CH3:4]. Procedure: The temperature is brought to 5° C. with an ice-bath and a solution of n-butyl-amine (25 ml, 0.253 mol) in anhydrous methyl alcohol (25 ml) is dripped in. The reaction is exothermic and dripping is adjusted to keep the temperature below 10°-12° C. When all the methyl alcohol solution of the amine has been added, the reaction mixture has a jelly appearance.